This data is from the Open Reaction Database (ORD), a public repository of structured organic reaction records. The task is: describe an organic reaction: reactants, conditions, products, and yield The reactants are S(=O)(Cl)Cl (Thionyl chloride), C(C1=CC=CC=C1)OC1=CC=C(C=C1)CC(=O)O ((4-benzyloxy-phenyl)acetic acid), CO (methanol). Reaction conditions: temperature 7.5 celsius. Product: COC(CC1=CC=C(C=C1)OCC1=CC=CC=C1)=O ((4-benzyloxy-phenyl)-acetic acid methyl ester). RXN SMILES: S(Cl)(Cl)=O.[CH2:5]([O:12][C:13]1[CH:18]=[CH:17][C:16]([CH2:19][C:20]([OH:22])=[O:21])=[CH:15][CH:14]=1)[C:6]1[CH:11]=[CH:10][CH:9]=[CH:8][CH:7]=1.[CH3:23]O>>[CH3:23][O:21][C:20](=[O:22])[CH2:19][C:16]1[CH:15]=[CH:14][C:13]([O:12][CH2:5][C:6]2[CH:7]=[CH:8][CH:9]=[CH:10][CH:11]=2)=[CH:18][CH:17]=1. Procedure: Thionyl chloride (60 ml; 0.83 mol) was added drop-wise to a mixture of (4-benzyloxy-phenyl)acetic acid (100 gm; 0.4132 mol) and methanol (300 ml) under constant stirring while maintaining the temperature at 5-10° C. After complete addition, the reaction mixture was stirred for 5-6 hours at room temperature. After completion of the reaction, white crystalline solid was isolated by filtration to yield (4-benzyloxy-phenyl)-acetic acid methyl ester. Yield: 104 g, Efficiency: 98.31%.